From a dataset of the Open Reaction Database (ORD), a public repository of structured organic reaction records. describe an organic reaction: reactants, conditions, products, and yield Reactants: C1CCCCC1, CCOC(C)=O, CC#N, O=C1CCC(=O)N1Cl, Nc1cnnc(-c2cccc(C(F)(F)F)c2)c1. Yields the product Nc1cnnc(-c2cccc(C(F)(F)F)c2)c1Cl. RXN SMILES: [CH2:32]1[CH2:33][CH2:34][CH2:35][CH2:36][CH2:37]1.[CH3:26][CH2:27][O:28][C:29]([CH3:30])=[O:31].[CH3:38][C:39]#[N:40].[Cl:18][N:19]1[C:20](=[O:21])[CH2:22][CH2:23][C:24]1=[O:25].[F:1][C:2]([c:3]1[cH:4][c:5](-[c:9]2[cH:10][c:11]([NH2:15])[cH:12][n:13][n:14]2)[cH:6][cH:7][cH:8]1)([F:16])[F:17]>>[F:1][C:2]([c:3]1[cH:4][c:5](-[c:9]2[c:10]([Cl:18])[c:11]([NH2:15])[cH:12][n:13][n:14]2)[cH:6][cH:7][cH:8]1)([F:16])[F:17].